From a dataset of the Open Reaction Database (ORD), a public repository of structured organic reaction records. describe an organic reaction: reactants, conditions, products, and yield The reactants are C(C)(=O)O[BH-](OC(C)=O)OC(C)=O.[Na+] (sodium triacetoxyborohydride), NC=1C(=C(C(=O)OC)C=C(C1)Cl)C (methyl 3-amino-5-chloro-2-methylbenzoate), C1(CCC1)=O (cyclobutanone), C(C)(=O)O (acetic acid). Solvent: ClC(C)Cl (dichloroethane). Conditions: time 10 minute. The product is ClC=1C=C(C(=C(C(=O)OC)C1)C)NC1CCC1 (methyl 5-chloro-3-(cyclobutylamino)-2-methylbenzoate). The yield is 55.2%. Reaction SMILES: [NH2:1][C:2]1[C:3]([CH3:13])=[C:4]([CH:9]=[C:10]([Cl:12])[CH:11]=1)[C:5]([O:7][CH3:8])=[O:6].[C:14]1(=O)[CH2:17][CH2:16][CH2:15]1.C(O)(=O)C.C(O[BH-](OC(=O)C)OC(=O)C)(=O)C.[Na+]>ClC(Cl)C>[Cl:12][C:10]1[CH:11]=[C:2]([NH:1][CH:14]2[CH2:17][CH2:16][CH2:15]2)[C:3]([CH3:13])=[C:4]([CH:9]=1)[C:5]([O:7][CH3:8])=[O:6] |f:3.4|. Reported procedure: To a stirred solution of methyl 3-amino-5-chloro-2-methylbenzoate (2.0 g, 10 mmol) and cyclobutanone (1.4 g, 20 mmol) in dichloroethane (20 mL), acetic acid (3.6 g, 60 mmol) was added and reaction stirred at room temperature for 10 minutes. Then sodium triacetoxyborohydride (6.3 g, 30 mmol) was added at 0° C. and the reaction stirred for 3 h at room temperature. On completion, the solvent was removed under reduced pressure and the crude material was purified by column chromatography to afford th... The reactants are CCN=C=NCCCN(C)C, ClCCl, CCNC, Cl, Cc1cc(C(=O)O)ncc1C(c1cc(F)ccc1F)S(=O)(=O)c1ccc(F)cc1, On1nnc2ccccc21. The product is CCN(C)C(=O)c1cc(C)c(C(c2cc(F)ccc2F)S(=O)(=O)c2ccc(F)cc2)cn1. RXN SMILES: [CH2:45]([N:46]=[C:47]=[N:48][CH2:49][CH2:50][CH2:51][N:52]([CH3:53])[CH3:54])[CH3:55].[CH2:56]([Cl:57])[Cl:58].[CH3:30][NH:31][CH2:32][CH3:33].[ClH:44].[F:1][c:2]1[c:3]([CH:9]([c:10]2[c:11]([CH3:19])[cH:12][c:13]([C:16](=[O:17])[OH:18])[n:14][cH:15]2)[S:20](=[O:21])(=[O:22])[c:23]2[cH:24][cH:25][c:26]([F:29])[cH:27][cH:28]2)[cH:4][c:5]([F:8])[cH:6][cH:7]1.[OH:34][n:35]1[c:36]2[cH:37][cH:38][cH:39][cH:40][c:41]2[n:42][n:43]1>>[F:1][c:2]1[c:3]([CH:9]([c:10]2[c:11]([CH3:19])[cH:12][c:13]([C:16](=[O:18])[N:31]([CH3:30])[CH2:32][CH3:33])[n:14][cH:15]2)[S:20](=[O:21])(=[O:22])[c:23]2[cH:24][cH:25][c:26]([F:29])[cH:27][cH:28]2)[cH:4][c:5]([F:8])[cH:6][cH:7]1. Starting materials: Cc1ccc(-c2cc(CO)nc(Cc3ccccc3)n2)cc1, ClCCl. The product is Cc1ccc(-c2cc(C=O)nc(Cc3ccccc3)n2)cc1. As a reaction SMILES: [CH2:1]([c:2]1[cH:3][cH:4][cH:5][cH:6][cH:7]1)[c:8]1[n:9][c:10](-[c:16]2[cH:17][cH:18][c:19]([CH3:22])[cH:20][cH:21]2)[cH:11][c:12]([CH2:14][OH:15])[n:13]1.[Cl:23][CH2:24][Cl:25]>>[CH2:1]([c:2]1[cH:3][cH:4][cH:5][cH:6][cH:7]1)[c:8]1[n:9][c:10](-[c:16]2[cH:17][cH:18][c:19]([CH3:22])[cH:20][cH:21]2)[cH:11][c:12]([CH:14]=[O:15])[n:13]1. The reactants are COCCN, CC(=O)O, O=c1[nH]c2ccc(S(=O)(=O)Cl)cc2[nH]c1=O, O. RXN SMILES: [CH3:1][O:2][CH2:3][CH2:4][NH2:5].[CH3:22][C:23](=[O:24])[OH:25].[O:6]=[c:7]1[nH:8][c:9]2[cH:10][cH:11][c:12]([S:18](=[O:19])(=[O:20])[Cl:21])[cH:13][c:14]2[nH:15][c:16]1=[O:17].[OH2:26]>>[CH3:1][O:2][CH2:3][CH2:4][NH:5][S:18]([c:12]1[cH:11][cH:10][c:9]2[nH:8][c:7](=[O:6])[c:16](=[O:17])[nH:15][c:14]2[cH:13]1)(=[O:19])=[O:20]. The product is COCCNS(=O)(=O)c1ccc2[nH]c(=O)c(=O)[nH]c2c1. Starting materials: Brc1cccc(Br)n1, C1CCOC1, CCOC(C)=O, OC1CCC1, [Na]. The product is Brc1cccc(OC2CCC2)n1. RXN SMILES: [Br:7][c:8]1[n:9][c:10]([Br:14])[cH:11][cH:12][cH:13]1.[CH2:15]1[O:16][CH2:17][CH2:18][CH2:19]1.[CH3:20][CH2:21][O:22][C:23]([CH3:24])=[O:25].[CH:1]1([OH:5])[CH2:2][CH2:3][CH2:4]1.[Na:6]>>[CH:1]1([O:5][c:10]2[n:9][c:8]([Br:7])[cH:13][cH:12][cH:11]2)[CH2:2][CH2:3][CH2:4]1. Starting materials: [N+](=[N-])=C (diazomethane), C(C)OCC (diethyl ether), COC=1C=C2CCC(C(C2=CC1)O)CC(=O)O (6-methoxy-1-hydroxy-1,2,3,4-tetrahydro-2-naphthylacetic acid), C(C)OCC (diethyl ether). Conditions: temperature 210 celsius. The product is COC1=C(C=CC2=CC(=CC=C12)OC)CC(=O)OC (methyl 1,6-dimethoxy-2-naphthylacetate). As a reaction SMILES: [N+](=[CH2:3])=[N-].[CH3:4][O:5][C:6]1[CH:7]=[C:8]2[C:13](=[CH:14][CH:15]=1)[CH:12](O)[CH:11]([CH2:17][C:18]([OH:20])=[O:19])CC2.[CH2:21]([O:23][CH2:24][CH3:25])C>>[CH3:21][O:23][C:24]1[C:25]2[C:8](=[CH:7][C:6]([O:5][CH3:4])=[CH:15][CH:14]=2)[CH:13]=[CH:12][C:11]=1[CH2:17][C:18]([O:20][CH3:3])=[O:19]. Procedure details: A solution of 4.2 g. of diazomethane and 75 ml. of diethyl ether is added to a mixture of 23.6 g. of 6-methoxy-1-hydroxy-1,2,3,4-tetrahydro-2-naphthylacetic acid and 150 ml. of diethyl ether. The reaction mixture is stirred until colorless; then it is evaporated. The residue, containing methyl 6-methoxy-1-hydroxy-1,2,3,4-tetrahydro-2-naphthylacetate is esterified by treatment with 240 mg. of sodium hydride in 25 ml. of methanol followed by the addition of 2.4 g. of methyl iodide. The product, me... Starting materials: C(C)(C)(C)OC(=O)NCCCC[C@@H](C(=O)OC(C)(C)C)NC(=O)N[C@H]1C(N[C@H](COCCC(NC=2C=CC(C1)=CC2)=O)C(C)C)=O (tert-butyl(S)-6-tert-butoxycarbonylamino-2-[3((8S,11R)-8-isopropyl-3,10-dioxo-6-oxa-2,9-diazabicyclo[11.2.2]heptadeca-1(16),13(17),14-trien-11-yl)ureido]hexanoate), O (water), C(C)(C)[SiH](C(C)C)C(C)C (triisopropylsilane). Run in C(=O)(C(F)(F)F)O (TFA). The product is NCCCC[C@@H](C(=O)O)NC(=O)N[C@H]1C(N[C@H](COCCC(NC=2C=CC(C1)=CC2)=O)C(C)C)=O ((S)-6-Amino-2-[3-((8S,11R)-8-isopropyl-3,10-dioxo-6-oxa-2,9-diazabicyclo[11.2.2]heptadeca-1(16),13(17),14-trien-11-yl)ureido]hexanoic acid). Yield: 33.9%. Reaction SMILES: C(OC([NH:8][CH2:9][CH2:10][CH2:11][CH2:12][C@H:13]([NH:21][C:22]([NH:24][C@@H:25]1[CH2:39][C:38]2=[CH:40][CH:41]=[C:35]([CH:36]=[CH:37]2)[NH:34][C:33](=[O:42])[CH2:32][CH2:31][O:30][CH2:29][C@H:28]([CH:43]([CH3:45])[CH3:44])[NH:27][C:26]1=[O:46])=[O:23])[C:14]([O:16]C(C)(C)C)=[O:15])=O)(C)(C)C.O.C([SiH](C(C)C)C(C)C)(C)C>C(O)(C(F)(F)F)=O>[NH2:8][CH2:9][CH2:10][CH2:11][CH2:12][C@H:13]([NH:21][C:22]([NH:24][C@@H:25]1[CH2:39][C:38]2=[CH:37][CH:36]=[C:35]([CH:41]=[CH:40]2)[NH:34][C:33](=[O:42])[CH2:32][CH2:31][O:30][CH2:29][C@H:28]([CH:43]([CH3:44])[CH3:45])[NH:27][C:26]1=[O:46])=[O:23])[C:14]([OH:16])=[O:15]. Procedure details: 20.0 mg (0.03 mmol) of tert-butyl(S)-6-tert-butoxycarbonylamino-2-[3((8S,11R)-8-isopropyl-3,10-dioxo-6-oxa-2,9-diazabicyclo[11.2.2]heptadeca-1(16),13(17),14-trien-11-yl)ureido]hexanoate were stirred in a mixture of 0.95 ml of TFA, 25 μl of water and 25 μl of triisopropylsilane at room temp. for 2 h. After the reaction was complete, the mixture was concentrated in vacuo and codistilled with toluene several times. The crude product obtained in this way was purified by preparative HPLC (acetonitril...